From a dataset of the Open Reaction Database (ORD), a public repository of structured organic reaction records. describe an organic reaction: reactants, conditions, products, and yield Reactants: CSc1ccc2c(c1)C(O)c1ccccc1C=C2, Cl, C1COCCO1. Product: CSc1ccc2c(c1)C(Cl)c1ccccc1C=C2. RXN SMILES: [CH3:1][S:2][c:3]1[cH:4][cH:5][c:6]2[c:7]([cH:18]1)[CH:8]([OH:17])[c:9]1[c:10]([cH:13][cH:14][cH:15][cH:16]1)[CH:11]=[CH:12]2.[ClH:19].[O:20]1[CH2:21][CH2:22][O:23][CH2:24][CH2:25]1>>[CH3:1][S:2][c:3]1[cH:4][cH:5][c:6]2[c:7]([cH:18]1)[CH:8]([Cl:19])[c:9]1[c:10]([cH:13][cH:14][cH:15][cH:16]1)[CH:11]=[CH:12]2.